Dataset: the Open Reaction Database (ORD), a public repository of structured organic reaction records. Task: describe an organic reaction: reactants, conditions, products, and yield Reactants: C(=O)(O)C1=CC=C(C=O)C=C1 (4-carboxybenzaldehyde), ONC(CCCCCCCC)=N (N-hydroxynonanimidamide). Yields the product C(CCCCCCC)C1=NOC(=N1)C1=CC=C(C=O)C=C1 (4-(3-octyl-1,2,4-oxadiazol-5-yl)benzaldehyde). Yield: 34.0%. As a reaction SMILES: [C:1]([C:4]1[CH:11]=[CH:10][C:7]([CH:8]=[O:9])=[CH:6][CH:5]=1)([OH:3])=O.O[NH:13][C:14](=[NH:23])[CH2:15][CH2:16][CH2:17][CH2:18][CH2:19][CH2:20][CH2:21][CH3:22]>>[CH2:15]([C:14]1[N:13]=[C:1]([C:4]2[CH:11]=[CH:10][C:7]([CH:8]=[O:9])=[CH:6][CH:5]=2)[O:3][N:23]=1)[CH2:16][CH2:17][CH2:18][CH2:19][CH2:20][CH2:21][CH3:22]. Procedure details: The same procedure as employed in the preparation of Example 277 (step a) but using 4-carboxybenzaldehyde and N-hydroxynonanimidamide gave the title compound as a beige solid (34%). 1H NMR (CDCl3, 300 MHz) δ 10.1 (s, 1H), 8.29 (d, 2H, J=8.3 Hz), 8.03 (d, 2H, J=8.3 Hz), 2.81 (t, 2H, J=7.4 Hz), 1.86-1.75 (m, 2H), 1.46-1.21 (m, 10H), 0.87 (m, 3H). HPLC (Condition A), Rt: 5.16 min (HPLC purity: 95.4%). Starting materials: [H-].[Al+3].[Li+].[H-].[H-].[H-] (lithium aluminum hydride), O1CCCC1 (tetrahydrofuran), O1C(CCCC1)OC1=CC=C(C(=O)OC)C=C1 (methyl 4-tetrahydropyranyloxybenzoate). The solvent is O (water). Reaction conditions: time 18 hour. Yields the product O1C(CCCC1)OC1=CC=C(CO)C=C1 (4-tetrahydropyranyloxybenzyl alcohol). Yield: 71.1%. RXN SMILES: [H-].[Al+3].[Li+].[H-].[H-].[H-].O1CCCC1.[O:12]1[CH2:17][CH2:16][CH2:15][CH2:14][CH:13]1[O:18][C:19]1[CH:28]=[CH:27][C:22]([C:23](OC)=[O:24])=[CH:21][CH:20]=1>O>[O:12]1[CH2:17][CH2:16][CH2:15][CH2:14][CH:13]1[O:18][C:19]1[CH:20]=[CH:21][C:22]([CH2:23][OH:24])=[CH:27][CH:28]=1 |f:0.1.2.3.4.5|. Reported procedure: To a mechanically stirred slurry of 10 g of lithium aluminum hydride and 100 mL of tetrahydrofuran was added dropwise with cooling in an ice bath a solution of 32.9 g (0.139 mol) of methyl 4-tetrahydropyranyloxybenzoate at a rate such that the temperature did not exceed 30° C. After stirring 18 hr at room temperature, the solution was treated cautiously with 100 mL of water. The mixture was filtered, and the filtrate was stirred with 200 mL of aqueous sodium hydroxide for 2 hr. The organic layer... The reactants are FC=1C=NC=CC1C=1C(=NC(=C(C1)N)N)C=1C=NC=CC1 (3″-fluoro-3,2′:3′,4″-terpyridine-5′,6′-diamine), FC=1C=NC=CC1C=1C(=NC(=C(C1)N)N)C=1C=NC=CC1 (3″-fluoro-3,2′:3′,4″-terpyridine-5′,6′-diamine), N(=C=S)C=1C=NC=CC1 (3-isothiocyanatopyridine), C(C)(C)N=C=NC(C)C (1,3-diisopropylcarbodiimide). The solvent is C(C)O (ethanol). Conditions: temperature 50 celsius. Yields the product FC=1C=NC=CC1C=1C=C2C(=NC1C=1C=NC=CC1)NC(=N2)NC=2C=NC=CC2 (6-(3-Fluoropyridin-4-yl)-N,5-dipyridin-3-yl-3H-imidazo[4,5-b]pyridin-2-amine). Isolated yield 33.0%. As a reaction SMILES: [F:1][C:2]1[CH:3]=[N:4][CH:5]=[CH:6][C:7]=1[C:8]1[C:9]([C:16]2[CH:17]=[N:18][CH:19]=[CH:20][CH:21]=2)=[N:10][C:11]([NH2:15])=[C:12]([NH2:14])[CH:13]=1.[N:22]([C:25]1[CH:26]=[N:27][CH:28]=[CH:29][CH:30]=1)=[C:23]=S.C(N=C=NC(C)C)(C)C>C(O)C>[F:1][C:2]1[CH:3]=[N:4][CH:5]=[CH:6][C:7]=1[C:8]1[CH:13]=[C:12]2[N:14]=[C:23]([NH:22][C:25]3[CH:26]=[N:27][CH:28]=[CH:29][CH:30]=3)[NH:15][C:11]2=[N:10][C:9]=1[C:16]1[CH:17]=[N:18][CH:19]=[CH:20][CH:21]=1. Procedure: To a solution of 3″-fluoro-3,2′:3′,4″-terpyridine-5′,6′-diamine (Intermediate 1, 0.1 g, 0.356 mmol) and 3-isothiocyanatopyridine (0.06 mL, 0.534 mmol) in ethanol (2 mL), 1,3-diisopropylcarbodiimide (0.083 mL, 0.534 mmol) was added. The mixture was heated at 50° C. for 2 h. After cooling at room temperature, the solvent was evaporated. The crude mixture was purified by silica gel flash chromatography (95:5 dichloromethane/methanol) to give the title compound (0.045 g, 33% of yield). The reactants are ClCC(=O)NC=1C(C(=O)O)=CC=CC1 (N(chloroacetyl)anthranilic acid), ClC1=CC=C(N)C=C1 (p-chloroaniline), ice water. Solvent: CN(C=O)C (dimethylformamide). Yields the product ClC1=CC=C(C=C1)NCC(=O)NC=1C(C(=O)O)=CC=CC1 (N-[(4-chlorophenylamino)acetyl]anthranilic acid). Yield: 144.4%. Reaction SMILES: Cl[CH2:2][C:3]([NH:5][C:6]1[C:7](=[CH:11][CH:12]=[CH:13][CH:14]=1)[C:8]([OH:10])=[O:9])=[O:4].[Cl:15][C:16]1[CH:22]=[CH:21][C:19]([NH2:20])=[CH:18][CH:17]=1>CN(C)C=O>[Cl:15][C:16]1[CH:22]=[CH:21][C:19]([NH:20][CH2:2][C:3]([NH:5][C:6]2[C:7](=[CH:11][CH:12]=[CH:13][CH:14]=2)[C:8]([OH:10])=[O:9])=[O:4])=[CH:18][CH:17]=1. Reported procedure: N(chloroacetyl)anthranilic acid 3.2 g (0.02 mol) and p-chloroaniline 3.95 g (0.005 mol) were dissolved in 4 ml of dimethylformamide and heated at 80° to 90° C. for 4 hours. The reaction solution was poured into ice water and deposited crystals were collected by filtration. These crystals were washed with ether and recrystallized from ethanol to obtain N-[(4-chlorophenylamino)acetyl]anthranilic acid 2.2 g (yield: 72.2%). The reactants are C(=O)(OC)C1(CC2=CC=CC=C2C1)SCC1=CC=C(C=C1)OC (2-(carbomethoxy)-2-(4-methoxybenzylthio)indan), [OH-].[K+] (potassium hydroxide). The solvent is C(C)O (ethanol), O (water), O1CCCC1 (tetrahydrofuran). Conditions: time 1 hour. Product: C(=O)(O)C1(CC2=CC=CC=C2C1)SCC1=CC=C(C=C1)OC (2-carboxy-2-(4-methoxybenzylthio)indan). Isolated yield 43.0%. RXN SMILES: [C:1]([C:5]1([S:14][CH2:15][C:16]2[CH:21]=[CH:20][C:19]([O:22][CH3:23])=[CH:18][CH:17]=2)[CH2:13][C:12]2[C:7](=[CH:8][CH:9]=[CH:10][CH:11]=2)[CH2:6]1)([O:3]C)=[O:2].[OH-].[K+]>C(O)C.O.O1CCCC1>[C:1]([C:5]1([S:14][CH2:15][C:16]2[CH:21]=[CH:20][C:19]([O:22][CH3:23])=[CH:18][CH:17]=2)[CH2:6][C:7]2[C:12](=[CH:11][CH:10]=[CH:9][CH:8]=2)[CH2:13]1)([OH:3])=[O:2] |f:1.2|. Procedure: Dissolve 2-(carbomethoxy)-2-(4-methoxybenzylthio)indan (2.20 g, 3.55 mmol) in 95% ethanol (25 mL), water (12 mL) and tetrahydrofuran (15 mL). Treat with potassium hydroxide (1.3 g, 23 mmol) and stir at room temperature for 1 hour. Filter and evaporate the solvent in vacuo. Partition between water (125 mL) and ether (75 mL). Separate the aqueous phase and acidify with cold concentrated hydrochloric acid. Extract with methylene chloride (75 mL), dry (Na2SO4) and evaporate the solvent in vacuo. Pur... Reactants: COC(=O)c1ccc(C(=O)Nc2ccc3c4c2CCCC4(C)CCC3)cn1, CCO, Cl, [Na+], [OH-]. Product: CC12CCCc3ccc(NC(=O)c4ccc(C(=O)O)nc4)c(c31)CCC2. Reaction SMILES: [CH3:1][C:2]12[CH2:3][CH2:4][CH2:5][c:6]3[cH:7][cH:8][c:9]([NH:15][C:16](=[O:17])[c:18]4[cH:19][cH:20][c:21]([C:24](=[O:25])[O:26][CH3:27])[n:22][cH:23]4)[c:10]([c:14]31)[CH2:11][CH2:12][CH2:13]2.[CH3:31][CH2:32][OH:33].[ClH:30].[Na+:29].[OH-:28]>>[CH3:1][C:2]12[CH2:3][CH2:4][CH2:5][c:6]3[cH:7][cH:8][c:9]([NH:15][C:16](=[O:17])[c:18]4[cH:19][cH:20][c:21]([C:24](=[O:25])[OH:26])[n:22][cH:23]4)[c:10]([c:14]31)[CH2:11][CH2:12][CH2:13]2.